This data is from the Open Reaction Database (ORD), a public repository of structured organic reaction records. The task is: describe an organic reaction: reactants, conditions, products, and yield The reactants are O[C@@H]1[C@@H]2[C@]3(C=CC(C=C3[C@H](C[C@H]2[C@@H]2CC[C@](C(CO)=O)([C@]2(C1)C)O)C)=O)C (11β,17,21-trihydroxy-6α-methyl-1,4-pregnadiene-3,20-dione), C(C)OCC(=O)Cl (ethoxyacetic acid chloride). The product is C(C)OCC(=O)OCC([C@]1(CC[C@H]2[C@@H]3C[C@@H](C4=CC(C=C[C@]4(C)[C@H]3[C@H](C[C@]12C)O)=O)C)O)=O (21-ethoxyacetoxy-11β,17-dihydroxy-6α-methyl-1,4-pregnadiene-3,20-dione). RXN SMILES: [OH:1][C@H:2]1[CH2:22][C@@:21]2([CH3:23])[C@@H:13]([CH2:14][CH2:15][C@:16]2([OH:24])[C:17](=[O:20])[CH2:18][OH:19])[C@H:12]2[C@H:3]1[C@:4]1([CH3:27])[C:9]([C@@H:10]([CH3:25])[CH2:11]2)=[CH:8][C:7](=[O:26])[CH:6]=[CH:5]1.[CH2:28]([O:30][CH2:31][C:32](Cl)=[O:33])[CH3:29]>>[CH2:28]([O:30][CH2:31][C:32]([O:19][CH2:18][C:17](=[O:20])[C@:16]1([OH:24])[C@:21]2([CH3:23])[C@H:13]([C@H:12]3[C@H:3]([C@@H:2]([OH:1])[CH2:22]2)[C@:4]2([CH3:27])[C:9](=[CH:8][C:7](=[O:26])[CH:6]=[CH:5]2)[C@@H:10]([CH3:25])[CH2:11]3)[CH2:14][CH2:15]1)=[O:33])[CH3:29]. Reported procedure: As described in Example 2(a), 15.0 g of 11β,17,21-trihydroxy-6α-methyl-1,4-pregnadiene-3,20-dione is reacted with ethoxyacetic acid chloride, worked up, and purified, thus isolating 15.6 g of 21-ethoxyacetoxy-11β,17-dihydroxy-6α-methyl-1,4-pregnadiene-3,20-dione, mp 229° C. Starting materials: O=C([O-])O, C1CCOC1, CC(C)CNC1CC(C(=O)N2CCOCC2)CN(C(=O)OC(C)(C)C)C1, Fc1cc2nc(C(Cl)(Cl)Cl)[nH]c2cc1F, [Na+], O. Yields the product CC(C)CN(C(=O)c1nc2cc(F)c(F)cc2[nH]1)C1CC(C(=O)N2CCOCC2)CN(C(=O)OC(C)(C)C)C1. RXN SMILES: [C:42]([OH:43])(=[O:44])[O-:45].[CH2:48]1[O:49][CH2:50][CH2:51][CH2:52]1.[CH3:16][CH:17]([CH2:18][NH:19][CH:20]1[CH2:21][N:22]([C:34](=[O:35])[O:36][C:37]([CH3:38])([CH3:39])[CH3:40])[CH2:23][CH:24]([C:26](=[O:27])[N:28]2[CH2:29][CH2:30][O:31][CH2:32][CH2:33]2)[CH2:25]1)[CH3:41].[F:1][c:2]1[cH:3][c:4]2[c:5]([nH:6][c:7]([C:9]([Cl:10])([Cl:11])[Cl:12])[n:8]2)[cH:13][c:14]1[F:15].[Na+:46].[OH2:47]>>[F:1][c:2]1[cH:3][c:4]2[c:5]([nH:6][c:7]([C:9]([N:19]([CH2:18][CH:17]([CH3:16])[CH3:41])[CH:20]3[CH2:21][N:22]([C:34](=[O:35])[O:36][C:37]([CH3:38])([CH3:39])[CH3:40])[CH2:23][CH:24]([C:26](=[O:27])[N:28]4[CH2:29][CH2:30][O:31][CH2:32][CH2:33]4)[CH2:25]3)=[O:43])[n:8]2)[cH:13][c:14]1[F:15].